Dataset: the Open Reaction Database (ORD), a public repository of structured organic reaction records. Task: describe an organic reaction: reactants, conditions, products, and yield The reactants are ON=C(C1=CN=CC=C1)N (N′-hydroxynicotinimidamide), ClC1=C(C=C(C(=O)O)C=C1)F (4-chloro-3-fluorobenzoic acid), N (NH3). Product: ClC1=C(C=C(C=C1)C1=NC(=NO1)C=1C=NC=CC1)F (5-(4-chloro-3-fluorophenyl)-3-(pyridin-3-yl)-1,2,4-oxadiazole). RXN SMILES: [OH:1][N:2]=[C:3]([NH2:10])[C:4]1[CH:9]=[CH:8][CH:7]=[N:6][CH:5]=1.[Cl:11][C:12]1[CH:20]=[CH:19][C:15]([C:16](O)=O)=[CH:14][C:13]=1[F:21].N>>[Cl:11][C:12]1[CH:20]=[CH:19][C:15]([C:16]2[O:1][N:2]=[C:3]([C:4]3[CH:5]=[N:6][CH:7]=[CH:8][CH:9]=3)[N:10]=2)=[CH:14][C:13]=1[F:21]. Procedure: The title compound was prepared according to the procedure of Example 8 using N′-hydroxynicotinimidamide (Aldrich) and 4-chloro-3-fluorobenzoic acid (Aldrich). 1H NMR (300 MHz, CD3OD) δ 7.64 (ddd, J=7.9, 5.0, 1.0 Hz, 1 H), 7.78 (dd, J=8.3, 7.5 Hz, 1 H), 8.07 (ddd, J=8.3, 2.0, 0.8 Hz, 1 H), 8.12 (dd, J=9.5, 2.0 Hz, 1 H), 8.55 (dt, J=7.9, 2.0 Hz, 1 H), 8.74 (dd, J=5.0, 1.8 Hz, 1 H), 9.28-9.30 (m, 1 H) ppm; MS (DCI/NH3) m/z 276 (M+H)+. Reactants: COC1=CC=C(CCl)C=C1 (p-methoxybenzyl chloride), ClC=1C=C2C(=NC(NC2=CC1)=O)C1CC1 (6-chloro-4-cyclopropylquinazolin-2(1H)-one), solution, C[Si](C)(C)[N-][Si](C)(C)C.[Li+] (lithium bis(trimethylsilyl)amide). Solvent: CN(C)C=O (DMF), CCCCCC (hexane). Conditions: time 8 hour. Product: ClC=1C=C2C(=NC(N(C2=CC1)CC1=CC=C(C=C1)OC)=O)C1CC1 (6-Chloro-4-cyclopropyl-1-(p-methoxybenzyl)quinazolin-2(1H)-one). Yield: 51.3%. As a reaction SMILES: [Cl:1][C:2]1[CH:3]=[C:4]2[C:9](=[CH:10][CH:11]=1)[NH:8][C:7](=[O:12])[N:6]=[C:5]2[CH:13]1[CH2:15][CH2:14]1.C[Si]([N-][Si](C)(C)C)(C)C.[Li+].[CH3:26][O:27][C:28]1[CH:35]=[CH:34][C:31]([CH2:32]Cl)=[CH:30][CH:29]=1>CN(C=O)C.CCCCCC>[Cl:1][C:2]1[CH:3]=[C:4]2[C:9](=[CH:10][CH:11]=1)[N:8]([CH2:32][C:31]1[CH:34]=[CH:35][C:28]([O:27][CH3:26])=[CH:29][CH:30]=1)[C:7](=[O:12])[N:6]=[C:5]2[CH:13]1[CH2:15][CH2:14]1 |f:1.2|. Reported procedure: To a 0° C. solution of 9.0 g (0.04 1 mol) of 6-chloro-4-cyclopropylquinazolin-2(1H)-one in 150 mL of dry DMF (Aldrich Sure-Seal) under Ar was added 42.5 mL of a 1.0M solution of lithium bis(trimethylsilyl)amide in hexane dropwise. After the addition, 8.14 mL (0.06 mol) of p-methoxybenzyl chloride (Aldrich) was added in one portion, and the flask immersed in an oil bath maintained at 55°-60° C. The reaction was heated for 12.5 h, then allowed to stand at room temperature overnight. The solvents w... The reactants are CO, N, COC(=O)c1cc(O)ccc1[N+](=O)[O-]. The product is NC(=O)c1cc(O)ccc1[N+](=O)[O-]. Reaction SMILES: [CH3:16][OH:17].[NH3:15].[OH:1][c:2]1[cH:3][cH:4][c:5]([N+:12](=[O:13])[O-:14])[c:6]([C:7](=[O:8])[O:9][CH3:10])[cH:11]1>>[OH:1][c:2]1[cH:3][cH:4][c:5]([N+:12](=[O:13])[O-:14])[c:6]([C:7](=[O:8])[NH2:15])[cH:11]1. Reactants: C(CCC=C)(=O)O (4-pentenoic acid), C(C)O (ethanol), ester, OS(=O)(=O)O (H2SO4). Procedure: To a solution containing 4-pentenoic acid (20.73 g, 207 mmol) in ethanol (100 mL) and benzene (200 mL) was added H2SO4 (250 μL). The solution was refluxed and monitored by GC (50° C., 1 min to 250° C. at 10° C./min; DB-5; tR of acid 4.4 min, ester 3.8 min). After 15 h, the reaction was complete; about 1/2 of the solvent was removed under reduced pressure and diluted with 150 mL ether. This was extracted with H2O (1×150 mL), saturated NaHCO3 (2×150 mL), H2O (1×150 mL), and brine (1×100 mL). The o... Solvent: C1=CC=CC=C1 (benzene). The product is C(CCC=C)(=O)OCC (ethyl 4-pentenoate). RXN SMILES: [C:1]([OH:7])(=[O:6])[CH2:2][CH2:3][CH:4]=[CH2:5].OS(O)(=O)=O.[CH2:13](O)[CH3:14]>C1C=CC=CC=1>[C:1]([O:7][CH2:13][CH3:14])(=[O:6])[CH2:2][CH2:3][CH:4]=[CH2:5]. Reaction conditions: time 15 hour. Reactants: C12CNCCC2CN1C1=NC2=CC=CC=C2N=C1 (2-(3,8-Diaza-bicyclo[4.2.0]oct-8-yl)-quinoxaline), ClC1=NC2=CC=CC=C2N=C1 (2-chloro-quinoxaline), C(C)(C)(C)OC(=O)N1CC2NCC2CC1 (3,8-diaza-bicyclo[4.2.0]octane-3-carboxylic acid tert-butyl ester), ClC1=NC(=CC(=N1)C)C (2-chloro-4,6-dimethyl-pyrimidine). The product is CC1=NC(=NC(=C1)C)N1C[C@@H]2CCNC[C@H]12 ((1R,6S)-8-(4,6-Dimethyl-pyrimidin-2-yl)-3,8-diaza-bicyclo[4.2.0]octane). Reaction SMILES: [CH:1]12[N:8]([C:9]3C=N[C:16]4[C:11](=[CH:12]C=[CH:14][CH:15]=4)[N:10]=3)[CH2:7][CH:6]1[CH2:5][CH2:4][NH:3][CH2:2]2.C(OC([N:26]1CCC2C(NC2)C1)=O)(C)(C)C.ClC1N=C(C)C=C(C)N=1.ClC1C=NC2C(=CC=CC=2)N=1>>[CH3:14][C:15]1[CH:16]=[C:11]([CH3:12])[N:10]=[C:9]([N:8]2[C@@H:1]3[C@@H:6]([CH2:5][CH2:4][NH:3][CH2:2]3)[CH2:7]2)[N:26]=1. Procedure: The title compound was prepared in a manner analogous to Intermediate 2, substituting (1R,6S)3,8-diaza-bicyclo[4.2.0]octane-3-carboxylic acid tert-butyl ester for 3,8-diaza-bicyclo[4.2.0]octane-3-carboxylic acid tert-butyl ester and 2-chloro-4,6-dimethyl-pyrimidine for 2-chloro-quinoxaline in Step A. MS (ESI) mass calcd. for C12H18N4, 218.3; m/z found, 219.2 [M+H]+. 1H NMR (CDCl3): 6.32 (s, 1H), 4.25-4.16 (m, 1H), 4.03 (t, J=7.6, 1H), 3.75 (dd, J=7.9, 3.1, 1H), 3.62 (dd, J=14.5, 1.6, 1H), 3.15-3... The reactants are O=P12OP3(=O)OP(=O)(O1)OP(=O)(O2)O3 (P2O5), O=P12OP3(=O)OP(=O)(O1)OP(=O)(O2)O3 (P2O5), solution, solution, ClCC(=O)NCCC1=CC(=CC=C1)OC (2-Chloro-N-[2-(3-methoxy-phenyl)-ethyl]-acetamide). The solvent is CCOCC (Et2O), CCOCC (Et2O), xylenes, xylenes. Run at time 2 hour. Yields the product [Cl-].ClCC1=[NH+]CCC2=CC(=CC=C12)OC (1-Chloromethyl-6-methoxy-3,4-dihydro-isoquinolinium chloride). RXN SMILES: O=P12OP3(OP(OP(O3)(O1)=O)(=O)O2)=O.[Cl:15][CH2:16][C:17]([NH:19][CH2:20][CH2:21][C:22]1[CH:27]=[CH:26][CH:25]=[C:24]([O:28][CH3:29])[CH:23]=1)=O>CCOCC>[Cl-:15].[Cl:15][CH2:16][C:17]1[C:27]2[C:22](=[CH:23][C:24]([O:28][CH3:29])=[CH:25][CH:26]=2)[CH2:21][CH2:20][NH+:19]=1 |f:3.4|. Procedure details: Two equiv. of P2O5 (12.9 g) was boiled in xylenes (180 mL) as a 0.25 M solution. The crude product from Step 1 above was also first boiled in xylenes (45 mL) to make a 0.5 M solution, and it was then added dropwise via an addition funnel to the P2O5 solution. The mixture was stirred and heated at reflux for 1 h. The reaction was then cooled to RT and the xylenes decanted off at this point. The flask was then placed in an ice bath and stirred while ice, water, EtOAc, and finally 4 M NaOH were add... Starting materials: CC1=CC(=O)OC1=O, Cl, Cl, NN, O. Yields the product CC(=CC(=O)O)C(=O)NN. Reaction SMILES: [C:5]1(=[O:12])[C:6]([CH3:7])=[CH:8][C:9](=[O:10])[O:11]1.[ClH:1].[ClH:2].[NH2:3][NH2:4].[OH2:13]>>[NH:3]([NH2:4])[C:5]([C:6]([CH3:7])=[CH:8][C:9](=[O:10])[OH:11])=[O:12]. Reactants: O=c1cccnn1-c1ccc(Br)cn1, O=C([O-])[O-], CN1CC2CCN(c3ccc(B4OC(C)(C)C(C)(C)O4)cc3)C2C1, c1ccc(-c2ccccc2P(C2CCCCC2)C2CCCCC2)cc1, [Na+], [Na+], Cl[Pd]Cl, c1ccc(P(c2ccccc2)c2ccccc2)cc1, c1ccc(P(c2ccccc2)c2ccccc2)cc1. Product: CN1CC2CCN(c3ccc(-c4ccc(-n5ncccc5=O)nc4)cc3)C2C1. Reaction SMILES: [Br:25][c:26]1[cH:27][cH:28][c:29](-[n:32]2[n:33][cH:34][cH:35][cH:36][c:37]2=[O:38])[n:30][cH:31]1.[C:64](=[O:65])([O-:66])[O-:67].[CH3:1][N:2]1[CH2:3][CH:4]2[N:5]([c:10]3[cH:11][cH:12][c:13]([B:16]4[O:17][C:18]([CH3:19])([CH3:20])[C:21]([CH3:22])([CH3:23])[O:24]4)[cH:14][cH:15]3)[CH2:6][CH2:7][CH:8]2[CH2:9]1.[CH:39]1([P:40]([CH:41]2[CH2:42][CH2:43][CH2:44][CH2:45][CH2:46]2)[c:47]2[cH:48][cH:49][cH:50][cH:51][c:52]2-[c:53]2[cH:54][cH:55][cH:56][cH:57][cH:58]2)[CH2:59][CH2:60][CH2:61][CH2:62][CH2:63]1.[Na+:68].[Na+:69].[Pd:70]([Cl:71])[Cl:72].[c:73]1([P:74]([c:75]2[cH:76][cH:77][cH:78][cH:79][cH:80]2)[c:81]2[cH:82][cH:83][cH:84][cH:85][cH:86]2)[cH:87][cH:88][cH:89][cH:90][cH:91]1.[c:92]1([P:93]([c:94]2[cH:95][cH:96][cH:97][cH:98][cH:99]2)[c:100]2[cH:101][cH:102][cH:103][cH:104][cH:105]2)[cH:106][cH:107][cH:108][cH:109][cH:110]1>>[CH3:1][N:2]1[CH2:3][CH:4]2[N:5]([c:10]3[cH:11][cH:12][c:13](-[c:26]4[cH:27][cH:28][c:29](-[n:32]5[n:33][cH:34][cH:35][cH:36][c:37]5=[O:38])[n:30][cH:31]4)[cH:14][cH:15]3)[CH2:6][CH2:7][CH:8]2[CH2:9]1. The reactants are CN(CCN(CCN(C)C)C1=CC=C(C=C1)[N+](=O)[O-])C (N-(2-dimethylamino-ethyl)-N′,N′-dimethyl-N-(4-nitro-phenyl)-ethane-1,2-diamine). Reagents/catalysts: [Pd] (Pd). Solvent: CO (MeOH). Conditions: time 3 hour. Product: CN(CCN(C1=CC=C(C=C1)N)CCN(C)C)C (N,N-bis-(2-dimethylamino-ethyl)-benzene-1,4-diamine). Isolated yield 109.8%. As a reaction SMILES: [CH3:1][N:2]([CH3:20])[CH2:3][CH2:4][N:5]([C:11]1[CH:16]=[CH:15][C:14]([N+:17]([O-])=O)=[CH:13][CH:12]=1)[CH2:6][CH2:7][N:8]([CH3:10])[CH3:9]>CO.[Pd]>[CH3:1][N:2]([CH3:20])[CH2:3][CH2:4][N:5]([CH2:6][CH2:7][N:8]([CH3:10])[CH3:9])[C:11]1[CH:16]=[CH:15][C:14]([NH2:17])=[CH:13][CH:12]=1. Procedure details: To a solution containing 1.23 g of product from step 1 (4 mmol) in 20 mL MeOH, was added 0.8 g of Pd (5 wt. % on activated carbon, 0.4 mmol). The resulting suspension was stirred under H2 (50 psi) at room temperature for 3 hours. The reaction mixture was filtered, and the filtrate was concentrated in vacuo to yield the title compound as a colorless oil (1.10 g, 100%). MS (ES+) m/e 251 [M+H]+. Starting materials: CC1CC(=O)NCc2nc3cnc4ccccc4c3n21, ClC(Cl)Cl, [NH4+], [OH-], O=C(OO)c1cccc(Cl)c1, Cc1ccc(S(=O)(=O)Cl)cc1. Yields the product CC1CC(=O)NCc2nc3c(N)nc4ccccc4c3n21. Reaction SMILES: [CH3:12][CH:13]1[CH2:14][C:15](=[O:31])[NH:16][CH2:17][c:18]2[n:19]1[c:20]1[c:21]([cH:22][n:23][c:24]3[cH:25][cH:26][cH:27][cH:28][c:29]13)[n:30]2.[CH:45]([Cl:46])([Cl:47])[Cl:48].[NH4+:32].[OH-:33].[OH:1][O:2][C:3]([c:4]1[cH:5][c:6]([Cl:7])[cH:8][cH:9][cH:10]1)=[O:11].[c:34]1([CH3:35])[cH:36][cH:37][c:38]([S:39]([Cl:40])(=[O:41])=[O:42])[cH:43][cH:44]1>>[CH3:12][CH:13]1[CH2:14][C:15](=[O:31])[NH:16][CH2:17][c:18]2[n:19]1[c:20]1[c:21]([c:22]([NH2:32])[n:23][c:24]3[cH:25][cH:26][cH:27][cH:28][c:29]13)[n:30]2.